This data is from the Open Reaction Database (ORD), a public repository of structured organic reaction records. The task is: describe an organic reaction: reactants, conditions, products, and yield Reactants: FC1=C(C=CC(=C1)I)NC=1C(=NN(C(C1C)=O)C)C(=O)O (4-(2-fluoro-4-iodophenylamino)-1,5-dimethyl-6-oxo-1,6-dihydropyridazine-3-carboxylic acid), C=1C=CC2=C(C1)N=NN2O (HOBt), C(=C)OCCON (O-(2-Vinyloxy-ethyl)-hydroxylamine), TEA, ester, CCN=C=NCCCN(C)C (EDCI). Solvent: CN(C)C=O (DMF), CCOC(=O)C (EtOAc). Reaction conditions: time 1.5 hour. Yields the product FC1=C(C=CC(=C1)I)NC=1C(=NN(C(C1C)=O)C)C(=O)NOCCOC=C (4-(2-fluoro-4-iodophenylamino)-1,5-dimethyl-6-oxo-N-(2-(vinyloxy)ethoxy)-1,6-dihydropyridazine-3-carboxamide). RXN SMILES: [F:1][C:2]1[CH:7]=[C:6]([I:8])[CH:5]=[CH:4][C:3]=1[NH:9][C:10]1[C:11]([C:19]([OH:21])=O)=[N:12][N:13]([CH3:18])[C:14](=[O:17])[C:15]=1[CH3:16].C1C=CC2N(O)N=NC=2C=1.CCN=C=NCCCN(C)C.[CH:43]([O:45][CH2:46][CH2:47][O:48][NH2:49])=[CH2:44]>CN(C=O)C.CCOC(C)=O>[F:1][C:2]1[CH:7]=[C:6]([I:8])[CH:5]=[CH:4][C:3]=1[NH:9][C:10]1[C:11]([C:19]([NH:49][O:48][CH2:47][CH2:46][O:45][CH:43]=[CH2:44])=[O:21])=[N:12][N:13]([CH3:18])[C:14](=[O:17])[C:15]=1[CH3:16]. Procedure: To a suspension of 4-(2-fluoro-4-iodophenylamino)-1,5-dimethyl-6-oxo-1,6-dihydropyridazine-3-carboxylic acid (41 mg, 0.10 mmol) and HOBt (28 mg, 0.21 mmol) in DMF (1.5 mL) was added EDCI (40 mg, 0.21 mmol) at room temperature. The resulting mixture was stirred for 1.5 hours. O-(2-Vinyloxy-ethyl)-hydroxylamine (21 mg, 0.20 mmol) and TEA (0.030 mL, 0.22 mmol) was added to the activated ester at room temperature. After stirring for 1.5 hours, the reaction mixture was diluted with EtOAc and washed w... Run in O (water), O (water). Reaction conditions: time 7 hour. Starting materials: CC1=CC2=C(C=C1)NC3=CC4=C(C=C3C2=O)NC5=C(C4=O)C=C(C=C5)C (C.I. pigment red 122), ( g ), zirconia. Product: C1=CC=C2C(=C1)C(=O)C3=CC4=C(C=C3N2)C(=O)C5=CC=CC=C5N4 (Quinacridone). Procedure: 20 g of C.I. pigment red 122 (in which the content of metal ions having a valence of at least 2 was 385 ppm), 80 g of the above aqueous dispersion of the pigment derivative (g) and 60 g of deionized water were mixed, and the mixture was dispersed with a paint shaker in the presence of zirconia beads as media for approximately 7 hours, to obtain a water-based pigment dispersion. Reaction SMILES: C[C:2]1[CH:7]=[CH:6][C:5]2[NH:8][C:9]3[C:14]([C:15](=[O:16])[C:4]=2[CH:3]=1)=[CH:13][C:12]1[NH:17][C:18]2[CH:25]=[CH:24][C:23](C)=[CH:22][C:19]=2[C:20](=[O:21])[C:11]=1[CH:10]=3>O>[CH:23]1[CH:22]=[C:19]2[C:20]([C:11]3[C:12]([NH:17][C:18]2=[CH:25][CH:24]=1)=[CH:13][C:14]1[C:15]([C:4]2[C:5]([NH:8][C:9]=1[CH:10]=3)=[CH:6][CH:7]=[CH:2][CH:3]=2)=[O:16])=[O:21].